describe an organic reaction: reactants, conditions, products, and yield From a dataset of the Open Reaction Database (ORD), a public repository of structured organic reaction records. Reactants: N1CC=CC=C1 (dihydropyridine), FC(C(CC(=O)OCC=C)=O)(F)F (allyl 4,4,4-trifluoro-3-oxobutanoate), C(=O)C1=C(C=C(C#N)C=C1)OC (4-Formyl-3-methoxybenzonitrile), NC1=CC(NC=C1)=O (4-aminopyridin-2(1H)-one), C(#N)C1=CC(=C(C=C1)C1C(C(NC=2C=CNC(C12)=O)(C(F)(F)F)O)C(=O)OCC=C)OC (allyl 4-(4-cyano-2-methoxyphenyl)-2-hydroxy-5-oxo-2-(trifluoromethyl)-1,2,3,4,5,6-hexahydro-1,6-naphthyridine-3-carboxylate). The solvent is C(C)(=O)O (acetic acid), C(C)O (ethanol). Yields the product C(#N)C1=CC(=C(C=C1)C1C(=C(NC2=CC=NC(=C12)OCC)C(F)(F)F)C(=O)OCC=C)OC (allyl 4-(4-cyano-2-methoxyphenyl)-5-ethoxy-2-(trifluoromethyl)-1,4-dihydro-1,6-naphthyridine-3-carboxylate), C(OCC)(OCC)OCC (triethyl orthoformate). As a reaction SMILES: [CH:1]([C:3]1C=CC(C#N)=[CH:5][C:4]=1[O:11][CH3:12])=O.NC1C=CN[C:16](=[O:20])[CH:15]=1.FC(F)(F)C(=O)[CH2:24][C:25](OCC=C)=[O:26].N1C=CC=CC1.[C:40]([C:42]1[CH:47]=[CH:46][C:45]([CH:48]2[C:57]3[C:56](=[O:58])[NH:55][CH:54]=[CH:53][C:52]=3[NH:51][C:50](O)([C:59]([F:62])([F:61])[F:60])[CH:49]2[C:64]([O:66][CH2:67][CH:68]=[CH2:69])=[O:65])=[C:44]([O:70][CH3:71])[CH:43]=1)#[N:41]>C(O)C.C(O)(=O)C>[C:40]([C:42]1[CH:47]=[CH:46][C:45]([CH:48]2[C:57]3[C:52](=[CH:53][CH:54]=[N:55][C:56]=3[O:58][CH2:1][CH3:3])[NH:51][C:50]([C:59]([F:62])([F:60])[F:61])=[C:49]2[C:64]([O:66][CH2:67][CH:68]=[CH2:69])=[O:65])=[C:44]([O:70][CH3:71])[CH:43]=1)#[N:41].[CH:12]([O:11][CH2:4][CH3:5])([O:20][CH2:16][CH3:15])[O:26][CH2:25][CH3:24]. Procedure: The title compound can be obtained starting from stoichiometric amounts of 4-formyl-3-methoxybenzonitrile (Example 10A), 4-aminopyridin-2(1H)-one [Searls, T., McLaughlin, L. W., Tetrahedron 55, 11985-11996 (1999)] and allyl 4,4,4-trifluoro-3-oxobutanoate [Moseley, J. D., Tetrahedron Lett. 46, 3179-3181 (2005)]. This entails firstly the dihydropyridine synthesis being carried out in ethanol without addition of additives at the reflux temperature overnight. The initially resulting intermediate all...